Dataset: the Open Reaction Database (ORD), a public repository of structured organic reaction records. Task: describe an organic reaction: reactants, conditions, products, and yield Starting materials: CN(C)C=O, O=C(Cl)OC(Cl)(Cl)Cl, CON=C(C(=O)O)c1nsc(N)n1, C1CCOC1, O. The product is CON=C(C(=O)Cl)c1nsc(N)n1. RXN SMILES: [CH3:22][N:23]([CH3:24])[CH:25]=[O:26].[Cl:14][C:15]([O:16][C:17]([Cl:18])([Cl:19])[Cl:20])=[O:21].[NH2:1][c:2]1[n:3][c:4]([C:7]([C:8](=[O:9])[OH:10])=[N:11][O:12][CH3:13])[n:5][s:6]1.[O:28]1[CH2:29][CH2:30][CH2:31][CH2:32]1.[OH2:27]>>[NH2:1][c:2]1[n:3][c:4]([C:7]([C:8](=[O:9])[Cl:14])=[N:11][O:12][CH3:13])[n:5][s:6]1. Reported procedure: Methyl 2-(2-(1-isopropyl-1H-1,2,4-triazol-5-yl)-5,6-dihydrobenzo[f]imidazo[1,2-d][1,4]oxazepin-9-yl)acetate and lithium hydroxide were reacted to give 336. M/z 354.1, calc. 353.15 RXN SMILES: [CH:1]([N:4]1[C:8]([C:9]2[N:10]=[C:11]3[C:17]4[CH:18]=[CH:19][C:20]([CH2:22][C:23]([O:25]C)=[O:24])=[CH:21][C:16]=4[O:15][CH2:14][CH2:13][N:12]3[CH:27]=2)=[N:7][CH:6]=[N:5]1)([CH3:3])[CH3:2].[OH-].[Li+]>>[CH:1]([N:4]1[C:8]([C:9]2[N:10]=[C:11]3[C:17]4[CH:18]=[CH:19][C:20]([CH2:22][C:23]([OH:25])=[O:24])=[CH:21][C:16]=4[O:15][CH2:14][CH2:13][N:12]3[CH:27]=2)=[N:7][CH:6]=[N:5]1)([CH3:3])[CH3:2] |f:1.2|. Starting materials: C(C)(C)N1N=CN=C1C=1N=C2N(CCOC3=C2C=CC(=C3)CC(=O)OC)C1 (Methyl 2-(2-(1-isopropyl-1H-1,2,4-triazol-5-yl)-5,6-dihydrobenzo[f]imidazo[1,2-d][1,4]oxazepin-9-yl)acetate), [OH-].[Li+] (lithium hydroxide). The product is C(C)(C)N1N=CN=C1C=1N=C2N(CCOC3=C2C=CC(=C3)CC(=O)O)C1 (2-(2-(1-isopropyl-1H-1,2,4-triazol-5-yl)-5,6-dihydrobenzo[f]imidazo[1,2-d][1,4]oxazepin-9-yl)acetic acid).